From a dataset of the Open Reaction Database (ORD), a public repository of structured organic reaction records. describe an organic reaction: reactants, conditions, products, and yield Product: BrC1=C2C[C@H]3N(C[C@H](C=C3C=3C=CC=C(N1)C32)NC(C(C)(C)C)=O)C (2-Bromo-6-methyl-8α-pivaloylamino-9,10-didehydro-ergoline). The reactants are CN1C[C@H](C=C2C=3C=CC=C4NC=C(C[C@@H]12)C34)NC(C(C)(C)C)=O (6-methyl-8α-pivaloylamino-9,10-didehydro-ergoline), BrN1C(CCC1=O)=O (N-bromosuccinimide). Reaction conditions: time 8 hour. Run in O1CCOCC1 (dioxane). Procedure details: A solution of 1.5 g 6-methyl-8α-pivaloylamino-9,10-didehydro-ergoline in 120 ml dioxane is treated with 960 mg N-bromosuccinimide and the resulting mixture stirred at room temperature overnight The reaction mixture is then evaporated and the residue partitioned between ethyl acetate and 2N Na2CO3. The organic layers are dried (Na2SO4), evaporated and chromatographed on 80 g silica gel using 98:2 CH2Cl2 /CH3OH. Crystallization from ether gives the title compound, m.p. 169°-171°. RXN SMILES: [CH3:1][N:2]1[C@H:16]2[C:6]([C:7]3[CH:8]=[CH:9][CH:10]=[C:11]4[C:17]=3[C:14]([CH2:15]2)=[CH:13][NH:12]4)=[CH:5][C@H:4]([NH:18][C:19](=[O:24])[C:20]([CH3:23])([CH3:22])[CH3:21])[CH2:3]1.[Br:25]N1C(=O)CCC1=O>O1CCOCC1>[Br:25][C:13]1[NH:12][C:11]2[C:17]3[C:14]=1[CH2:15][C@@H:16]1[C:6]([C:7]=3[CH:8]=[CH:9][CH:10]=2)=[CH:5][C@H:4]([NH:18][C:19](=[O:24])[C:20]([CH3:21])([CH3:23])[CH3:22])[CH2:3][N:2]1[CH3:1]. The reactants are [N+](=O)(O)[O-] (nitric acid), OC=1C=CC=C2CCC(NC12)=O (8-Hydroxy-3,4-dihydrocarbostyril), ice water, C(C)(=O)O (acetic acid). Reagents/catalysts: S(O)(O)(=O)=O (Sulfuric acid). RXN SMILES: [OH:1][C:2]1[CH:3]=[CH:4][CH:5]=[C:6]2[C:11]=1[NH:10][C:9](=[O:12])[CH2:8][CH2:7]2.[C:13]([OH:16])(=O)[CH3:14].[N+:17]([O-])([OH:19])=[O:18]>C(OC(=O)C)(=O)C.S(=O)(=O)(O)O>[N+:17]([C:4]1[CH:5]=[C:6]2[C:11](=[C:2]([O:1][C:13](=[O:16])[CH3:14])[CH:3]=1)[NH:10][C:9](=[O:12])[CH2:8][CH2:7]2)([O-:19])=[O:18]. The product is [N+](=O)([O-])C=1C=C2CCC(NC2=C(C1)OC(C)=O)=O (6-nitro-8-acetoxy-3,4-dihydrocarbostyril). Procedure: 8-Hydroxy-3,4-dihydrocarbostyril (20 g) was suspended in acetic anhydride (100 ml). Sulfuric acid (5 drops) was added to the resulting suspension and the mixture was stirred at 80° C. for 1.5 hours. To the reaction mixture was added acetic acid (100 ml) and the mixture was ice-cooled, and a solution of 10.1 ml of concentrated nitric acid (d=1.38) in 30 ml of acetic anhydride was added thereto with stirring. The stirring was continued for one night at room temperature. The reaction mixture was po... The solvent is C(C)(=O)OC(C)=O (acetic anhydride), C(C)(=O)OC(C)=O (acetic anhydride). Run at temperature 80 celsius, time 1.5 hour. The reactants are FC=1C=C(C=CC(=O)O)C=CC1F (3,4-difluorocinnamic acid), C(C(=O)Cl)(=O)Cl (oxalyl chloride), [Cl-].[Cl-].[Cl-].[Al+3] (aluminum trichloride). Reagents/catalysts: CN(C)C=O (DMF). The solvent is C(Cl)Cl (DCM), C(=S)=S (carbon disulfide). Reaction conditions: time 16 hour. Yields the product FC=1C=C2CCC(C2=CC1F)=O (5,6-Difluoroindan-1-one). Reaction SMILES: [F:1][C:2]1[CH:3]=[C:4]([CH:10]=[CH:11][C:12]=1[F:13])[CH:5]=[CH:6][C:7]([OH:9])=O.C(Cl)(=O)C(Cl)=O.[Cl-].[Cl-].[Cl-].[Al+3]>C(Cl)Cl.CN(C=O)C.C(=S)=S>[F:1][C:2]1[CH:3]=[C:4]2[C:10](=[CH:11][C:12]=1[F:13])[C:7](=[O:9])[CH2:6][CH2:5]2 |f:2.3.4.5|. Procedure details: To a solution of 3,4-difluorocinnamic acid (5.0 g, 26.9 mmol) in DCM (35 mL) at 0° C., was added DMF (1 drop) and oxalyl chloride (4.7 mL, 53.8 mmol). The reaction mixture was warmed to rt and stirred for 16 h. The solvents were removed in vacuo and the residue azeotroped with toluene (2×20 mL). The residue was redissolved in carbon disulfide (20 mL) and added to a solution of aluminum trichloride (12.4 g, 94.1 mmol) in carbon disulfide (50 mL) at 0° C. The reaction mixture was stirred at 0° C. ... The solvent is C(Cl)Cl (methylene chloride), CO (MeOH). Isolated yield 89.0%. Reported procedure: To a solution of 3-fluoro-4-nitrobenzoic acid (4.0 g, 21.6 mmol) and EDC (1-[3-(dimethylamino)propyl]-3-ethylcarbodiimide hydrochloride) (4.36 g, 28.1 mmol) in methylene chloride (100 mL) was added methylamine (11.3 mL of a 2 M solution in MeOH, 22.7 mmol) and the solution was stirred at room temperature overnight. The solution was washed with 1 N HCl, dried over MgSO4 and concentrated to a solid. The solid was triturated with butyl chloride and collected by filtration to give the N-methyl-3-flu... As a reaction SMILES: [F:1][C:2]1[CH:3]=[C:4]([CH:8]=[CH:9][C:10]=1[N+:11]([O-:13])=[O:12])[C:5](O)=[O:6].Cl.[CH3:15][N:16](C)CCCN=C=NCC.CN>C(Cl)Cl.CO>[CH3:15][NH:16][C:5](=[O:6])[C:4]1[CH:8]=[CH:9][C:10]([N+:11]([O-:13])=[O:12])=[C:2]([F:1])[CH:3]=1 |f:1.2|. Run at time 8 hour. Reactants: FC=1C=C(C(=O)O)C=CC1[N+](=O)[O-] (3-fluoro-4-nitrobenzoic acid), Cl.CN(CCCN=C=NCC)C (EDC), CN (methylamine), solution. Yields the product CNC(C1=CC(=C(C=C1)[N+](=O)[O-])F)=O (N-methyl-3-fluoro-4-nitrobenzamide). Reactants: FC=1C=C2C(=C(C(NC2=NC1)=O)C#N)N1CCN(CC1)C(=O)C=1SC=CC1 (6-Fluoro-2-oxo-4-[4-(thiophene-2-carbonyl)-piperazine-1-yl]-1,2-dihydro-[1,8]-naphthyridine-3-carbonitrile), FC=1C=C(CBr)C=CC1 (3-fluorobenzyl bromide). Product: FC=1C=C2C(=C(C(N(C2=NC1)CC1=CC(=CC=C1)F)=O)C#N)N1CCN(CC1)C(=O)C=1SC=CC1 (6-Fluoro-1-(3-fluorobenzyl)-2-oxo-4-[4-(thiophene-2-carbonyl)-piperazin-1-yl]-1,2-dihydro-[1,8]-naphthyridine-3-carbonitrile). Reaction SMILES: [F:1][C:2]1[CH:3]=[C:4]2[C:9](=[N:10][CH:11]=1)[NH:8][C:7](=[O:12])[C:6]([C:13]#[N:14])=[C:5]2[N:15]1[CH2:20][CH2:19][N:18]([C:21]([C:23]2[S:24][CH:25]=[CH:26][CH:27]=2)=[O:22])[CH2:17][CH2:16]1.[F:28][C:29]1[CH:30]=[C:31]([CH:34]=[CH:35][CH:36]=1)[CH2:32]Br>>[F:1][C:2]1[CH:3]=[C:4]2[C:9](=[N:10][CH:11]=1)[N:8]([CH2:32][C:31]1[CH:34]=[CH:35][CH:36]=[C:29]([F:28])[CH:30]=1)[C:7](=[O:12])[C:6]([C:13]#[N:14])=[C:5]2[N:15]1[CH2:20][CH2:19][N:18]([C:21]([C:23]2[S:24][CH:25]=[CH:26][CH:27]=2)=[O:22])[CH2:17][CH2:16]1. Procedure: This compound was prepared from 6-fluoro-2-oxo-4-[4-(thiophene-2-carbonyl)-piperazine-1-yl]-1,2-dihydro-[1,8]-naphthyridine-3-carbonitrile (98) and 3-fluorobenzyl bromide according to General Procedure B. Yield 428 mg (56%), MP 137° C.; 1H-NMR (DMSO-d6): δ 3.73 (m, 4H), 3.93 (m, 4H), 5.52 (s, 2H), 7.06-7.10 (m, 3H), 7.16 (dd, J=3.6, 4.8 Hz, 1H), 7.33 (m, 1H), 7.50 (d, J=3.6 Hz, 1H), 7.80 (dd, J=1.2, 5.2 Hz, 1H), 8.17 (dd, J=2.8, 9.2 Hz, 1H), 8.77 (d, J=2.8 Hz, 1H); EIMS: 492 (M+1). Anal (C25H19F... The reactants are NC1=NC(=C(C(=N1)N[C@H](CCO)CCCC)CCCN)C ((S)-3-(2-Amino-5-(3-aminopropyl)-6-methylpyrimidin-4-ylamino)heptan-1-ol), COC(CC1=CC=C(C=C1)C=O)=O ((4-formylphenyl)acetic acid methyl ester), C(C)(=O)O (acetic acid), C(C)(=O)O[BH-](OC(C)=O)OC(C)=O.[Na+] (sodium triacetoxyborohydride), TEA. The solvent is C1CCOC1 (THF). Run at time 5 hour. Product: NC1=NC(=C(C(=N1)N[C@H](CCO)CCCC)CCCNCC1=CC=C(C=C1)CC(=O)OC)C ((S)-Methyl 2-(4-((3-(2-amino-4-(1-hydroxyheptan-3-ylamino)-6-methylpyrimidin-5-yl)propylamino)methyl)phenyl)acetate). Isolated yield 3.1%. RXN SMILES: [NH2:1][C:2]1[N:7]=[C:6]([NH:8][C@@H:9]([CH2:13][CH2:14][CH2:15][CH3:16])[CH2:10][CH2:11][OH:12])[C:5]([CH2:17][CH2:18][CH2:19][NH2:20])=[C:4]([CH3:21])[N:3]=1.[CH3:22][O:23][C:24](=[O:34])[CH2:25][C:26]1[CH:31]=[CH:30][C:29]([CH:32]=O)=[CH:28][CH:27]=1.C(O)(=O)C.C(O[BH-](OC(=O)C)OC(=O)C)(=O)C.[Na+]>C1COCC1>[NH2:1][C:2]1[N:7]=[C:6]([NH:8][C@@H:9]([CH2:13][CH2:14][CH2:15][CH3:16])[CH2:10][CH2:11][OH:12])[C:5]([CH2:17][CH2:18][CH2:19][NH:20][CH2:32][C:29]2[CH:28]=[CH:27][C:26]([CH2:25][C:24]([O:23][CH3:22])=[O:34])=[CH:31][CH:30]=2)=[C:4]([CH3:21])[N:3]=1 |f:3.4|. Reported procedure: To a solution of the product from step (ix) (57 mg) in THF (5 mL) was added (4-formylphenyl)acetic acid methyl ester (51 mg) and acetic acid (0.011 mL). The resulting mixture was stirred for 5 h, sodium triacetoxyborohydride (90 mg) was added and the resulting solution stirred at rt for 16 h. TEA (0.013 mL) was added and the reaction mixture stirred for a further 2 h. The solvents were evaporated, the residue redissolved in MeOH and purified by RPHPLC to afford the title compound 2.7 mg. The reactants are COc1cc2c(Oc3ccc4[nH]c(C)cc4c3F)cnnc2cc1OCC1CCN(C(=O)OC(C)(C)C)CC1, ClCCl, O=C(O)C(F)(F)F. Product: COc1cc2c(Oc3ccc4[nH]c(C)cc4c3F)cnnc2cc1OCC1CCNCC1. As a reaction SMILES: [C:1]([O:2][C:3](=[O:4])[N:8]1[CH2:9][CH2:10][CH:11]([CH2:14][O:15][c:16]2[c:17]([O:38][CH3:39])[cH:18][c:19]3[c:20]([O:26][c:27]4[c:28]([F:37])[c:29]5[cH:30][c:31]([CH3:36])[nH:32][c:33]5[cH:34][cH:35]4)[cH:21][n:22][n:23][c:24]3[cH:25]2)[CH2:12][CH2:13]1)([CH3:5])([CH3:6])[CH3:7].[CH2:47]([Cl:48])[Cl:49].[F:40][C:41]([F:42])([F:43])[C:44]([OH:45])=[O:46]>>[NH:8]1[CH2:9][CH2:10][CH:11]([CH2:14][O:15][c:16]2[c:17]([O:38][CH3:39])[cH:18][c:19]3[c:20]([O:26][c:27]4[c:28]([F:37])[c:29]5[cH:30][c:31]([CH3:36])[nH:32][c:33]5[cH:34][cH:35]4)[cH:21][n:22][n:23][c:24]3[cH:25]2)[CH2:12][CH2:13]1.